From a dataset of the Open Reaction Database (ORD), a public repository of structured organic reaction records. describe an organic reaction: reactants, conditions, products, and yield Reactants: solution, Cl (HCl), solution, Cl (HCl), C(C)(C)(C)OC(=O)N1CC(OCC1)COC1=C(C=CC=C1)C(=O)N1CC=2C(=C3N=C(C(=C(N3N2)C)Cl)C)C1 (2-[2-(6-chloro-5,7-dimethyl-1H,3H-2,4,7a,8-tetraaza-cyclopenta[a]indene-2-carbonyl)-phenoxymethyl]-morpholine-4-carboxylic acid tert-butyl ester), O (water). Run in O1CCOCC1 (1,4-dioxane), O1CCOCC1 (1,4-dioxane), O1CCOCC1 (1,4-dioxane). Reaction conditions: time 16 hour. Product: ClC1=C(N2N=C3C(=C2N=C1C)CN(C3)C(=O)C3=C(C=CC=C3)OCC3CNCCO3)C ((6-chloro-5,7-dimethyl-1H,3H-2,4,7a,8-tetraaza-cyclopenta[a]inden-2-yl)-[2-(morpholin-2-ylmethoxy)-phenyl]-methanone). The yield is 112.4%. Reaction SMILES: Cl.C(OC([N:9]1[CH2:14][CH2:13][O:12][CH:11]([CH2:15][O:16][C:17]2[CH:22]=[CH:21][CH:20]=[CH:19][C:18]=2[C:23]([N:25]2[CH2:39][C:28]3=[C:29]4[N:34]([N:35]=[C:27]3[CH2:26]2)[C:33]([CH3:36])=[C:32]([Cl:37])[C:31]([CH3:38])=[N:30]4)=[O:24])[CH2:10]1)=O)(C)(C)C.O>O1CCOCC1>[Cl:37][C:32]1[C:31]([CH3:38])=[N:30][C:29]2[N:34]([N:35]=[C:27]3[CH2:26][N:25]([C:23]([C:18]4[CH:19]=[CH:20][CH:21]=[CH:22][C:17]=4[O:16][CH2:15][CH:11]4[O:12][CH2:13][CH2:14][NH:9][CH2:10]4)=[O:24])[CH2:39][C:28]3=2)[C:33]=1[CH3:36]. Procedure details: A 4M solution of HCl in 1,4-dioxane (0.6 mL; 2.39 mmol; 4 eq.) was added to a suspension of 2-[2-(6-chloro-5,7-dimethyl-1H,3H-2,4,7a,8-tetraaza-cyclopenta[a]indene-2-carbonyl)-phenoxymethyl]-morpholine-4-carboxylic acid tert-butyl ester (366 mg; 0.6 mmol; 1 eq.) in 1,4-dioxane (3 mL) followed by water (304) and the resulting mixture was stirred at room temperature for 16 hours. A 4M solution of HCl in 1,4-dioxane (0.3 mL; 1.2 mmol; 2 eq.) was added and the resulting mixture was stirred at room t... Starting materials: Brc1ccc(Oc2ccccc2)cc1, CC(C)C(N)C(=O)OC(C)(C)C, ClCCl, O=S(=O)(Cl)Cl. Yields the product CC(C)C(NS(=O)(=O)c1ccc(Oc2ccc(Br)cc2)cc1)C(=O)OC(C)(C)C. RXN SMILES: [Br:6][c:7]1[cH:8][cH:9][c:10]([O:11][c:12]2[cH:13][cH:14][cH:15][cH:16][cH:17]2)[cH:18][cH:19]1.[C:20]([CH3:21])([CH3:22])([CH3:23])[O:24][C:25]([CH:26]([NH2:27])[CH:28]([CH3:29])[CH3:30])=[O:31].[Cl:32][CH2:33][Cl:34].[S:1](=[O:2])(=[O:3])([Cl:4])[Cl:5]>>[S:1](=[O:2])(=[O:3])([c:15]1[cH:14][cH:13][c:12]([O:11][c:10]2[cH:9][cH:8][c:7]([Br:6])[cH:19][cH:18]2)[cH:17][cH:16]1)[NH:27][CH:26]([C:25]([O:24][C:20]([CH3:21])([CH3:22])[CH3:23])=[O:31])[CH:28]([CH3:29])[CH3:30]. The reactants are C1=CCCCC1, CCO, O=C(NCCCn1ccnc1)c1ccc([N+](=O)[O-])cc1. Product: Nc1ccc(C(=O)NCCCn2ccnc2)cc1. As a reaction SMILES: [CH2:21]1[CH2:22][CH:23]=[CH:24][CH2:25][CH2:26]1.[CH3:27][CH2:28][OH:29].[n:1]1([CH2:6][CH2:7][CH2:8][NH:9][C:10](=[O:11])[c:12]2[cH:13][cH:14][c:15]([N+:18]([O-:19])=[O:20])[cH:16][cH:17]2)[cH:2][n:3][cH:4][cH:5]1>>[n:1]1([CH2:6][CH2:7][CH2:8][NH:9][C:10](=[O:11])[c:12]2[cH:13][cH:14][c:15]([NH2:18])[cH:16][cH:17]2)[cH:2][n:3][cH:4][cH:5]1. Starting materials: N1=CC=C(C=C1)CN ((Pyridin-4-yl)methanamine), ClC1=CC=CC=2C3=C(NC12)CCN(C3)C (6-Chloro-2,3,4,5-tetrahydro-2-methyl-1H-pyrido[4,3-b]indole), CC(C)([O-])C.[Na+] (sodium tert-butoxide), 2-di-tert-butyl-phosphino-2′-4′-6′-triisopropyl-biphenyl. The reagents and catalysts are C(C)(=O)[O-].[Pd+2].C(C)(=O)[O-] (palladium acetate). Conditions: temperature 85 celsius. Product: CN1CC2=C(NC3=C(C=CC=C23)NCC2=CC=NC=C2)CC1 (2-methyl-N-(pyridin-4-ylmethyl)-2,3,4,5-tetrahydro-1H-pyrido[4,3-b]indol-6-amine). Reaction SMILES: Cl[C:2]1[C:10]2[NH:9][C:8]3[CH2:11][CH2:12][N:13]([CH3:15])[CH2:14][C:7]=3[C:6]=2[CH:5]=[CH:4][CH:3]=1.CC(C)([O-])C.[Na+].[N:22]1[CH:27]=[CH:26][C:25]([CH2:28][NH2:29])=[CH:24][CH:23]=1>C([O-])(=O)C.[Pd+2].C([O-])(=O)C>[CH3:15][N:13]1[CH2:12][CH2:11][C:8]2[NH:9][C:10]3[C:6]([C:7]=2[CH2:14]1)=[CH:5][CH:4]=[CH:3][C:2]=3[NH:29][CH2:28][C:25]1[CH:26]=[CH:27][N:22]=[CH:23][CH:24]=1 |f:1.2,4.5.6|. Procedure details: 6-Chloro-2,3,4,5-tetrahydro-2-methyl-1H-pyrido[4,3-b]indole (0.5 g, 2.27 mmol), sodium tert-butoxide (1.30 g, 1.36 mmol), palladium acetate (0.101 g, 0.453 mmol) and 2-di-tert-butyl-phosphino-2′-4′-6′-triisopropyl-biphenyl (0.192 g, 0.45 mmol) were mixed in a reaction bottle which was evacuated and back filled with nitrogen for 5 min. Dry toluene (3 mL) was added under a nitrogen atmosphere. (Pyridin-4-yl)methanamine (291 mg, 2.72 mmol) was added and the mixture was heated at 85° C. overnight. T... Starting materials: CC1=C(C(=CC(=C1)C)C)S(=O)(=O)OC1=NC(=NC(=C1CC1=C(C=C(C=C1)CCl)OC)C)N (2-amino-5-(4-(chloromethyl)-2-methoxybenzyl)-6-methylpyrimidin-4-yl 2,4,6-trimethylbenzenesulfonate), N1C=NC=C1C(=O)OC (Methyl 1H-imidazole-5-carboxylate). The product is NC1=NC(=C(C(=N1)OS(=O)(=O)C1=C(C=C(C=C1C)C)C)CC1=C(C=C(CN2C=NC=C2C(=O)OC)C=C1)OC)C (methyl 1-(4-((2-amino-4-(mesitylenesulfonyloxy)-6-methylpyrimidin-5-yl)methyl)-3-methoxybenzyl)-1H-imidazole-5-carboxylate). The yield is 15.1%. Reaction SMILES: [CH3:1][C:2]1[CH:7]=[C:6]([CH3:8])[CH:5]=[C:4]([CH3:9])[C:3]=1[S:10]([O:13][C:14]1[C:19]([CH2:20][C:21]2[CH:26]=[CH:25][C:24]([CH2:27]Cl)=[CH:23][C:22]=2[O:29][CH3:30])=[C:18]([CH3:31])[N:17]=[C:16]([NH2:32])[N:15]=1)(=[O:12])=[O:11].[NH:33]1[C:37]([C:38]([O:40][CH3:41])=[O:39])=[CH:36][N:35]=[CH:34]1>>[NH2:32][C:16]1[N:15]=[C:14]([O:13][S:10]([C:3]2[C:2]([CH3:1])=[CH:7][C:6]([CH3:8])=[CH:5][C:4]=2[CH3:9])(=[O:12])=[O:11])[C:19]([CH2:20][C:21]2[CH:26]=[CH:25][C:24]([CH2:27][N:33]3[C:37]([C:38]([O:40][CH3:41])=[O:39])=[CH:36][N:35]=[CH:34]3)=[CH:23][C:22]=2[O:29][CH3:30])=[C:18]([CH3:31])[N:17]=1. Procedure: The sub-title compound was synthesized by the method of example 1 step (vii) from the product of example 1 step (v) (500 mg) and Methyl 1H-imidazole-5-carboxylate (199 mg). The sub-title compound (90 mg) was obtained as a white solid; 1H NMR (300 MHz, CDCl3); 7.73 (1H, s), 7.61 (1H, s), 6.89 (2H, s), 6.83 (1H, d), 6.61 (1H, s), 6.55 (1H, d), 5.42 (2H, s), 3.78 (3H, s), 3.68 (5H, s), 2.46 (3H, s), 2.42 (6H, s), 2.26 (3H, s); LC-MS: m/z 566. Reactants: COC(=O)C(O)C(Cc1cccc(F)c1)NC(=O)OC(C)(C)C, CCCCCCC, O=C(O)CCl, c1ccc(P(c2ccccc2)c2ccccc2)cc1, c1ccccc1. Product: COC(=O)C(OC(=O)CCl)C(Cc1cccc(F)c1)NC(=O)OC(C)(C)C. RXN SMILES: [CH3:1][O:2][C:3]([CH:4]([CH:5]([CH2:6][c:7]1[cH:8][c:9]([F:13])[cH:10][cH:11][cH:12]1)[NH:14][C:15](=[O:16])[O:17][C:18]([CH3:19])([CH3:20])[CH3:21])[OH:22])=[O:23].[CH3:48][CH2:49][CH2:50][CH2:51][CH2:52][CH2:53][CH3:54].[OH:24][C:25](=[O:26])[CH2:27][Cl:28].[c:29]1([P:30]([c:31]2[cH:32][cH:33][cH:34][cH:35][cH:36]2)[c:37]2[cH:38][cH:39][cH:40][cH:41][cH:42]2)[cH:43][cH:44][cH:45][cH:46][cH:47]1.[cH:55]1[cH:56][cH:57][cH:58][cH:59][cH:60]1>>[CH3:1][O:2][C:3]([CH:4]([CH:5]([CH2:6][c:7]1[cH:8][c:9]([F:13])[cH:10][cH:11][cH:12]1)[NH:14][C:15](=[O:16])[O:17][C:18]([CH3:19])([CH3:20])[CH3:21])[O:22][C:25](=[O:24])[CH2:27][Cl:28])=[O:23]. The reactants are P(=O)(Cl)(Cl)Cl (Phosphorus oxychloride), C1(=C(C(=CC(=C1)C)C)C=1C(=NN2C1NC(=C(C2=O)CC(=O)OCC)C)C)C (ethyl 2-(3-mesityl-2,5-dimethyl-7-oxo-4,7-dihydropyrazolo[1,5-a]pyrimidin-6-yl)acetate), C([O-])(O)=O.[Na+] (sodium bicarbonate). Run at time 1 hour. Yields the product ClC1=C(C(=NC=2N1N=C(C2C2=C(C=C(C=C2C)C)C)C)C)CC(=O)OCC (Ethyl 2-(7-chloro-3-mesityl-2,5-dimethylpyrazolo[1,5-a]pyrimidin-6-yl)acetate). The yield is 103.2%. Reaction SMILES: P(Cl)(Cl)([Cl:3])=O.[C:6]1([CH3:32])[CH:11]=[C:10]([CH3:12])[CH:9]=[C:8]([CH3:13])[C:7]=1[C:14]1[C:15]([CH3:31])=[N:16][N:17]2[C:22](=O)[C:21]([CH2:24][C:25]([O:27][CH2:28][CH3:29])=[O:26])=[C:20]([CH3:30])[NH:19][C:18]=12.C(=O)(O)[O-].[Na+]>>[Cl:3][C:22]1[N:17]2[N:16]=[C:15]([CH3:31])[C:14]([C:7]3[C:8]([CH3:13])=[CH:9][C:10]([CH3:12])=[CH:11][C:6]=3[CH3:32])=[C:18]2[N:19]=[C:20]([CH3:30])[C:21]=1[CH2:24][C:25]([O:27][CH2:28][CH3:29])=[O:26] |f:2.3|. Reported procedure: Phosphorus oxychloride (1.7 g) was added to ethyl 2-(3-mesityl-2,5-dimethyl-7-oxo-4,7-dihydropyrazolo[1,5-a]pyrimidin-6-yl)acetate (120 mg) of Reference Example 27 at room temperature, followed by stirring for one hour under heating under reflux. After cooling, the reaction solution was poured onto ice. The reaction mixture was basified with an aqueous saturated solution of sodium bicarbonate, and then extracted twice with ethylacetate. The organic layer was washed with brine, and then dried ove... The reactants are O.N1N=NC2=C1C=CC=C2 (1H-benzotriazole monohydrate). Run in O (H2O). Product: C=1C=CC2=C(C1)N=NN2O (HOBt). RXN SMILES: [OH2:1].[NH:2]1[C:6]2[CH:7]=[CH:8][CH:9]=[CH:10][C:5]=2[N:4]=[N:3]1>O>[CH:8]1[CH:9]=[CH:10][C:5]2[N:4]([OH:1])[N:3]=[N:2][C:6]=2[CH:7]=1 |f:0.1|. Procedure details: H2O: 1H-benzotriazole monohydrate